Dataset: the Open Reaction Database (ORD), a public repository of structured organic reaction records. Task: describe an organic reaction: reactants, conditions, products, and yield Solvent: C(C)(=O)O (acetic acid). The product is C(=O)(O)C=1C=C(C=CC1O)N1C(=CC=2CCCCC12)C1=CC=C(C=C1)F (1-(3-Carboxy-4-hydroxyphenyl)-2-(4-fluorophenyl)-4,5,6,7-tetrahydroindole). The reactants are FC1=CC=C(C(CC2C(CCCC2)=O)=O)C=C1 (2-(p-fluorophenacyl)cyclohexanone), NC1=CC=C(C(C(=O)O)=C1)O (5-aminosalicylic acid), yellow crystals. Procedure: A solution of 17.9 g. (0.077 mole) of 2-(p-fluorophenacyl)cyclohexanone, 11.8 g. (0.077 mole) of 5-aminosalicylic acid, and 90 ml. of glacial acetic acid was heated under reflux under nitrogen for 43/4 hours, cooled and filtered. The collected solid was washed with water and recrystallized from acetic acid to provide 10.0 g. (37%) of yellow crystals, m.p. 239°-240°. Reaction SMILES: [F:1][C:2]1[CH:17]=[CH:16][C:5]([C:6](=O)[CH2:7][CH:8]2[CH2:13][CH2:12][CH2:11][CH2:10][C:9]2=O)=[CH:4][CH:3]=1.[NH2:18][C:19]1[CH:27]=[C:23]([C:24]([OH:26])=[O:25])[C:22]([OH:28])=[CH:21][CH:20]=1>C(O)(=O)C>[C:24]([C:23]1[CH:27]=[C:19]([N:18]2[C:9]3[CH2:10][CH2:11][CH2:12][CH2:13][C:8]=3[CH:7]=[C:6]2[C:5]2[CH:16]=[CH:17][C:2]([F:1])=[CH:3][CH:4]=2)[CH:20]=[CH:21][C:22]=1[OH:28])([OH:26])=[O:25].